This data is from the Open Reaction Database (ORD), a public repository of structured organic reaction records. The task is: describe an organic reaction: reactants, conditions, products, and yield Reactants: COC(=O)c1cc(-c2c(Br)cnn2C)cs1, O=C([O-])[O-], C1COCCO1, C=CB1OB(C=C)OB(C=C)O1, [Cs+], [Cs+], O, c1ccncc1. Yields the product C=Cc1cnn(C)c1-c1csc(C(=O)OC)c1. Reaction SMILES: [Br:1][c:2]1[cH:3][n:4][n:5]([CH3:16])[c:6]1-[c:7]1[cH:8][c:9]([C:12](=[O:13])[O:14][CH3:15])[s:10][cH:11]1.[C:35](=[O:36])([O-:37])[O-:38].[CH2:41]1[O:42][CH2:43][CH2:44][O:45][CH2:46]1.[CH:17](=[CH2:18])[B:19]1[O:20][B:21]([CH:22]=[CH2:23])[O:24][B:25]([CH:26]=[CH2:27])[O:28]1.[Cs+:39].[Cs+:40].[OH2:47].[n:29]1[cH:30][cH:31][cH:32][cH:33][cH:34]1>>[c:2]1([CH:17]=[CH2:18])[cH:3][n:4][n:5]([CH3:16])[c:6]1-[c:7]1[cH:8][c:9]([C:12](=[O:13])[O:14][CH3:15])[s:10][cH:11]1.